This data is from the Open Reaction Database (ORD), a public repository of structured organic reaction records. The task is: describe an organic reaction: reactants, conditions, products, and yield The reactants are ClC1=NC2=C(N1C)C=CC(=C2)[N+](=O)[O-] (2-Chloro-1-methyl-5-nitro-1H-benzoimidazole), C(C)(C)(C)C1=CC(=NO1)N (5-tert-Butyl-isoxazol-3-ylamine). The reagents and catalysts are Cl (HCl). Solvent: C(C)(C)O (isopropanol). Conditions: temperature 80 celsius. Product: C(C)(C)(C)C1=CC(=NO1)NC1=NC2=C(N1C)C=CC(=C2)[N+](=O)[O-] ((5-tert-Butyl-isoxazol-3-yl)-(1-methyl-5-nitro-1-H-benzoimidazol-2-yl)-amine). The yield is 317.1%. RXN SMILES: Cl[C:2]1[N:6]([CH3:7])[C:5]2[CH:8]=[CH:9][C:10]([N+:12]([O-:14])=[O:13])=[CH:11][C:4]=2[N:3]=1.[C:15]([C:19]1[O:23][N:22]=[C:21]([NH2:24])[CH:20]=1)([CH3:18])([CH3:17])[CH3:16]>C(O)(C)C.Cl>[C:15]([C:19]1[O:23][N:22]=[C:21]([NH:24][C:2]2[N:6]([CH3:7])[C:5]3[CH:8]=[CH:9][C:10]([N+:12]([O-:14])=[O:13])=[CH:11][C:4]=3[N:3]=2)[CH:20]=1)([CH3:18])([CH3:17])[CH3:16]. Procedure details: To a solution of 2-Chloro-1-methyl-5-nitro-1H-benzoimidazole (200 mg, 0.19 mmol) and 5-tert-Butyl-isoxazol-3-ylamine (265 mg, 1.90 mmol) in isopropanol (15 ml) was added a solution of HCl (3 drops, 4.0 m in dioxane). The reaction was heated to 80° C. and after 20 h. the reaction mixture was cooled to rt. The solvent was evaporated to dryness and the resultant solid was dissolved in EtOAc and neutralized by a 10% NaHCO3 water solution. The combined organic layers were washed with water, dried ove... The reactants are FC1=C(C=CC(=C1)F)C=1N=C2OC=CN2C1C=1C=CC=2N(N1)C(=NN2)C(C)(C)O (2-(6-(6-(2,4-difluorophenyl)imidazo[2,1-b]oxazol-5-yl)-[1,2,4]triazolo[4,3-b]pyridazin-3-yl)propan-2-ol), [H-].[Na+] (NaH), BrCCOC (1-Bromo-2-methoxyethane). Solvent: C1CCOC1 (THF), CN(C)C=O (DMF). Reaction conditions: temperature 70 celsius, time 17 hour. The product is FC1=C(C=CC(=C1)F)C=1N=C2OC=CN2C1C=1C=CC=2N(N1)C(=NN2)C(C)(C)OCCOC (6-(2,4-Difluorophenyl)-5-(3-(2-(2-methoxyethoxy)propan-2-yl)-[1,2,4]triazolo[4,3-b]pyridazin-6-yl)imidazo[2,1-b]oxazole). The yield is 10.5%. Reaction SMILES: [F:1][C:2]1[CH:7]=[C:6]([F:8])[CH:5]=[CH:4][C:3]=1[C:9]1[N:10]=[C:11]2[N:15]([C:16]=1[C:17]1[CH:18]=[CH:19][C:20]3[N:21]([C:23]([C:26]([OH:29])([CH3:28])[CH3:27])=[N:24][N:25]=3)[N:22]=1)[CH:14]=[CH:13][O:12]2.[H-].[Na+].Br[CH2:33][CH2:34][O:35][CH3:36]>C1COCC1.CN(C=O)C>[F:1][C:2]1[CH:7]=[C:6]([F:8])[CH:5]=[CH:4][C:3]=1[C:9]1[N:10]=[C:11]2[N:15]([C:16]=1[C:17]1[CH:18]=[CH:19][C:20]3[N:21]([C:23]([C:26]([O:29][CH2:33][CH2:34][O:35][CH3:36])([CH3:27])[CH3:28])=[N:24][N:25]=3)[N:22]=1)[CH:14]=[CH:13][O:12]2 |f:1.2|. Procedure: In a 10 mL pear flask, 2-(6-(6-(2,4-difluorophenyl)imidazo[2,1-b]oxazol-5-yl)-[1,2,4]triazolo[4,3-b]pyridazin-3-yl)propan-2-ol (0.100 g, 0.252 mmol, Example #37) and NaH (60% in mineral oil, 0.025 g, 0.631 mmol) in THF (5 mL) and DMF (1 mL) were added to give an off-white suspension. 1-Bromo-2-methoxyethane (0.140 g, 1.01 mmol) was then added and the suspension was stirred at about 70° C. for about 17 h. The mixture was concentrated under reduced pressure and was purified by flash chromatography... The reactants are CP(C)=O (dimethylphosphine oxide), C1(=CC=CC=C1)P(C1=CC=CC=2C(C3=CC=CC(=C3OC12)P(C1=CC=CC=C1)C1=CC=CC=C1)(C)C)C1=CC=CC=C1 (4,5-bis(diphenylphosphino)-9,9-dimethylxanthene), C([O-])([O-])=O.[Cs+].[Cs+] (cesium carbonate), ClC1=CC=C(C=N1)C=1C=C2C(=NC1)N(C(=N2)N)CC2=CC(=C(C=C2)OCC2=CC=C(C=C2)OC)OC (6-(6-chloropyridin-3-yl)-3-(3-methoxy-4-((4-methoxybenzyl)oxy)benzyl)-3H-imidazo[4,5-b]pyridin-2-amine). The product is NC1=NC=2C(=NC=C(C2)C=2C=CC(=NC2)P(C)(C)=O)N1CC1=CC(=C(C=C1)OCC1=CC=C(C=C1)OC)OC ((5-(2-Amino-3-(3-methoxy-4-((4-methoxybenzyl)oxy)benzyl)-3H-imidazo[4,5-b]pyridin-6-yl)pyridin-2-yl)dimethylphosphine oxide). As a reaction SMILES: Cl[C:2]1[N:7]=[CH:6][C:5]([C:8]2[CH:9]=[C:10]3[N:16]=[C:15]([NH2:17])[N:14]([CH2:18][C:19]4[CH:24]=[CH:23][C:22]([O:25][CH2:26][C:27]5[CH:32]=[CH:31][C:30]([O:33][CH3:34])=[CH:29][CH:28]=5)=[C:21]([O:35][CH3:36])[CH:20]=4)[C:11]3=[N:12][CH:13]=2)=[CH:4][CH:3]=1.[CH3:37][PH:38](=[O:40])[CH3:39].C1(P(C2C=CC=CC=2)C2C3OC4C(=CC=CC=4P(C4C=CC=CC=4)C4C=CC=CC=4)C(C)(C)C=3C=CC=2)C=CC=CC=1.C(=O)([O-])[O-].[Cs+].[Cs+]>O1CCOCC1.O.C([O-])(=O)C.[Pd+2].C([O-])(=O)C>[NH2:17][C:15]1[N:14]([CH2:18][C:19]2[CH:24]=[CH:23][C:22]([O:25][CH2:26][C:27]3[CH:32]=[CH:31][C:30]([O:33][CH3:34])=[CH:29][CH:28]=3)=[C:21]([O:35][CH3:36])[CH:20]=2)[C:11]2=[N:12][CH:13]=[C:8]([C:5]3[CH:4]=[CH:3][C:2]([P:38](=[O:40])([CH3:39])[CH3:37])=[N:7][CH:6]=3)[CH:9]=[C:10]2[N:16]=1 |f:3.4.5,8.9.10|. Isolated yield 146.1%. Solvent: O1CCOCC1 (1,4-dioxane), O (water). Reaction conditions: temperature 150 celsius, time 1 hour. The reagents and catalysts are C(C)(=O)[O-].[Pd+2].C(C)(=O)[O-] (palladium(II) acetate). Reported procedure: To a stirred suspension of 6-(6-chloropyridin-3-yl)-3-(3-methoxy-4-((4-methoxybenzyl)oxy)benzyl)-3H-imidazo[4,5-b]pyridin-2-amine (0.17 g, 0.34 mmol) in 1,4-dioxane (12 mL) was added dimethylphosphine oxide (0.053 g, 0.69 mmol), 4,5-bis(diphenylphosphino)-9,9-dimethylxanthene (0.079 g, 0.14 mmol), palladium(II) acetate (0.015 g, 0.069 mmol), and cesium carbonate (0.22 g, 0.69 mmol). The reaction mixture was heated to 150° C. in a microwave reactor. After 1 h, the reaction mixture was allowed to ... Reactants: CC1CNCCN1C(C)c1ccc(Br)cc1, CC(C)(C)OC(=O)N1CCC(=O)CC1, CC(=O)O[BH-](OC(C)=O)OC(C)=O, ClCCl, [Na+]. Yields the product CC1CN(C2CCN(C(=O)OC(C)(C)C)CC2)CCN1C(C)c1ccc(Br)cc1. RXN SMILES: [Br:1][c:2]1[cH:3][cH:4][c:5]([CH:8]([CH3:9])[N:10]2[CH:11]([CH3:16])[CH2:12][NH:13][CH2:14][CH2:15]2)[cH:6][cH:7]1.[C:17](=[O:18])([O:19][C:20]([CH3:21])([CH3:22])[CH3:23])[N:24]1[CH2:25][CH2:26][C:27](=[O:30])[CH2:28][CH2:29]1.[C:31]([O:32][BH-:33]([O:34][C:35](=[O:36])[CH3:37])[O:38][C:39](=[O:40])[CH3:41])(=[O:42])[CH3:43].[Cl:45][CH2:46][Cl:47].[Na+:44]>>[Br:1][c:2]1[cH:3][cH:4][c:5]([CH:8]([CH3:9])[N:10]2[CH:11]([CH3:16])[CH2:12][N:13]([CH:27]3[CH2:26][CH2:25][N:24]([C:17](=[O:18])[O:19][C:20]([CH3:21])([CH3:22])[CH3:23])[CH2:29][CH2:28]3)[CH2:14][CH2:15]2)[cH:6][cH:7]1. Starting materials: FC=1C=C(C=C(C1)F)Br (3,5-difluorobromobenzene), [Mg] (magnesium), O (water), C(C=C)Br (allyl bromide). Run in O1CCCC1 (tetrahydrofuran), O1CCCC1 (tetrahydrofuran), O1CCCC1 (tetrahydrofuran). Run at temperature 20 celsius. Product: C(C=C)C1=CC(=CC(=C1)F)F (allyl-3,5-difluorobenzene). Reaction SMILES: [CH2:1](Br)[CH:2]=[CH2:3].[F:5][C:6]1[CH:7]=[C:8](Br)[CH:9]=[C:10]([F:12])[CH:11]=1.[Mg].O>O1CCCC1>[CH2:3]([C:8]1[CH:7]=[C:6]([F:5])[CH:11]=[C:10]([F:12])[CH:9]=1)[CH:2]=[CH2:1]. Reported procedure: A solution of allyl bromide (2.5 g) in dry tetrahydrofuran (10 ml) was added dropwise with stirring to 3,5-difluorobromobenzene (4.0 g) with magnesium (0.5 g) in dry tetrahydrofuran) in dry tetrahydrofuran (40 ml), whilst maintaining the temperature of the mixture at about 20° C. When the addition was complete the mixture was allowed to warm to the ambient temperature (ca. 25° C.). After a period of 18 hours the mixture was poured into water (100 ml) and the resultant mixture extracted with diet...